This data is from the Open Reaction Database (ORD), a public repository of structured organic reaction records. The task is: describe an organic reaction: reactants, conditions, products, and yield The reactants are FC1=CC=C2C=CC(=NC2=C1OC)O (7-Fluoro-8-methoxyquinolin-2-ol), O=P(Cl)(Cl)Cl (POCl3). Yields the product ClC1=NC2=C(C(=CC=C2C=C1)F)OC (2-Chloro-7-fluoro-8-methoxyquinoline). Isolated yield 90.5%. Reaction SMILES: [F:1][C:2]1[C:11]([O:12][CH3:13])=[C:10]2[C:5]([CH:6]=[CH:7][C:8](O)=[N:9]2)=[CH:4][CH:3]=1.O=P(Cl)(Cl)[Cl:17]>>[Cl:17][C:8]1[CH:7]=[CH:6][C:5]2[C:10](=[C:11]([O:12][CH3:13])[C:2]([F:1])=[CH:3][CH:4]=2)[N:9]=1. Reported procedure: A mixture of 7-fluoro-8-methoxy-2-quinolinol (4a) (2.26 g, 11.7 mmol) and POCl3 (5.5 mL, 60 mmol) was refluxed for 1.5 hours. The contents were concentrated and neutralized with NaHCO3 and the mixture heated with water and AcOEt. The solution was filtered to remove undissolved impurities, followed by extraction. The organic layer was washed with saturated NaCl and dried with MgSO4. The product was recrystallized from ***CHCl3-hexanes, which yielded white crystals (2.24 g, 90% yield): mp 85-86° C... Reactants: N12CC(C(CC1)CC2)O ((rac.)-3-quinuclidinol), [H-].[Na+] (sodium hydride), ClC=1N=NC(=CC1)C1=CC=C(C=C1)F (3-chloro-6-(4-fluoro-phenyl)pyridazine). The solvent is C1CCOC1 (THF), C1CCOC1 (THF). Conditions: time 1 hour. The product is FC1=CC=C(C=C1)C1=CC=C(N=N1)OC1CN2CCC1CC2 ((rac.)-3-[6-(4-fluorophenyl)-pyridazin-3-yloxy]-1-aza-bicyclo[2.2.2]octane). As a reaction SMILES: [N:1]12[CH2:8][CH2:7][CH:4]([CH2:5][CH2:6]1)[CH:3]([OH:9])[CH2:2]2.[H-].[Na+].Cl[C:13]1[N:14]=[N:15][C:16]([C:19]2[CH:24]=[CH:23][C:22]([F:25])=[CH:21][CH:20]=2)=[CH:17][CH:18]=1>C1COCC1>[F:25][C:22]1[CH:21]=[CH:20][C:19]([C:16]2[N:15]=[N:14][C:13]([O:9][CH:3]3[CH:4]4[CH2:7][CH2:8][N:1]([CH2:6][CH2:5]4)[CH2:2]3)=[CH:18][CH:17]=2)=[CH:24][CH:23]=1 |f:1.2|. Procedure details: A solution of (rac.)-3-quinuclidinol (0.007 mole) in dry THF under nitrogen is treated with sodium hydride (60% in mineral oil; 1.1 equiv.). After 1 hr at room temperature, a solution of 3-chloro-6-(4-fluoro-phenyl)pyridazine (1.0 equiv.) in THF (30 ml) is added, and the reaction mixture heated to reflux for 6 hrs. After cooling to rt, the THF is evaporated and the residue dissolved in ethyl acetate (100 ml) and then washed with water (3×20 ml), followed by sodium chloride solution (20 ml). The ... The reactants are white solid, CC(C)(OC(=O)N=[N+]=[N-])C (1,1-dimethylethoxy carbonylazide), C1(=CC=CC=C1)CN1CCNCC1 (1-phenylmethylpiperazine). Run in O (water), CCOCC (ether), CCOCC (ether), N1=CC=CC=C1 (pyridine), N1=CC=CC=C1 (pyridine). Conditions: time 8 hour. Yields the product CC(C)(OC(=O)N1CCN(CC1)CC1=CC=CC=C1)C (1-(1,1-dimethylethoxycarbonyl)4-phenylmethylpiperazine). The yield is 67.8%. RXN SMILES: [CH3:1][C:2]([CH3:10])([O:4][C:5]([N:7]=[N+]=[N-])=[O:6])[CH3:3].[C:11]1([CH2:17][N:18]2[CH2:23][CH2:22]N[CH2:20][CH2:19]2)[CH:16]=[CH:15][CH:14]=[CH:13][CH:12]=1>N1C=CC=CC=1.O.CCOCC>[CH3:1][C:2]([CH3:10])([O:4][C:5]([N:7]1[CH2:20][CH2:19][N:18]([CH2:17][C:11]2[CH:16]=[CH:15][CH:14]=[CH:13][CH:12]=2)[CH2:23][CH2:22]1)=[O:6])[CH3:3]. Reported procedure: A solution of 3.4 g (0.024 mole) of 1,1-dimethylethoxy carbonylazide in 5 ml of pyridine was rapidly added to a stirred solution of 1-phenylmethylpiperazine (4.2 g, 0.024 mole) in 5 ml of pyridine. An initial exothermic reaction was noted. The mixture was allowed to stir overnight, diluted with water and the product was extracted with two 50 ml portions of ether. The ether extracts were dried (MgSO4), filtered, and evaporated to yield a yellow oil. Column chromatography (2" diameter column, 500 ... Solvent: C(C)O (ethanol), O (water). Reaction conditions: time 1 hour. Product: CN1C=C(C2=CC=CC=C12)CNS(=O)(=O)N (N-[(1-methyl-1H-indol-3-yl)methyl]-sulfamide). The reactants are S(=O)(=O)(N)N (Sulfamide), [BH4-].[Na+] (Sodium borohydride), CN1C=C(C2=CC=CC=C12)C=O (N-Methylindole-3-carboxaldehyde), S(=O)(=O)(N)N (sulfamide). As a reaction SMILES: [CH3:1][N:2]1[C:10]2[C:5](=[CH:6][CH:7]=[CH:8][CH:9]=2)[C:4]([CH:11]=O)=[CH:3]1.[S:13]([NH2:17])([NH2:16])(=[O:15])=[O:14].[BH4-].[Na+]>C(O)C.O>[CH3:1][N:2]1[C:10]2[C:5](=[CH:6][CH:7]=[CH:8][CH:9]=2)[C:4]([CH2:11][NH:16][S:13]([NH2:17])(=[O:15])=[O:14])=[CH:3]1 |f:2.3|. Procedure: N-Methylindole-3-carboxaldehyde (1.66 g, 10.4 mmol) was dissolved in anhydrous ethanol (50 mL). Sulfamide (4.5 g, 47 mmol) was added and the mixture was heated to reflux for 16 hours. Additional sulfamide (1.0 g, 10.4 mmol) was added and the mixture was heated to reflux for 24 hours. The mixture was cooled to room temperature. Sodium borohydride (0.722 g, 12.5 mmol) was added and the mixture was stirred at room temperature for one hour. The reaction was diluted with water (50 mL) and extracted w... Reactants: NC(COC1=NOC2=C1C=C(C=C2)Cl)COC (3-(2-amino-3-methoxypropoxy)-5-chloro-1,2-benzoisoxazole), C1(=CC=C(C=C1)S(=O)(=O)O)C (p-toluenesulfonic acid), C=O (formalin), C(#N)[BH3-].[Na+] (sodium cyanoborohydride), [OH-].[Na+] (sodium hydroxide). Run in C(C)(=O)OCC (ethyl acetate), O (Water). Yields the product Cl.ClC=1C=CC2=C(C(=NO2)OCC(COC)N(C)C)C1 (5-chloro-3-(2-dimethylamino-3-methoxypropoxy)-1,2-benzoisoxazole hydrochloride). RXN SMILES: N[CH:2]([CH2:15][O:16][CH3:17])[CH2:3][O:4][C:5]1[C:9]2[CH:10]=[C:11]([Cl:14])[CH:12]=[CH:13][C:8]=2[O:7][N:6]=1.[C:18]1(C)C=CC(S(O)(=O)=O)=CC=1.C=O.[C:31]([BH3-])#[N:32].[Na+].[OH-].[Na+]>C(OCC)(=O)C.O>[ClH:14].[Cl:14][C:11]1[CH:12]=[CH:13][C:8]2[O:7][N:6]=[C:5]([O:4][CH2:3][CH:2]([N:32]([CH3:31])[CH3:18])[CH2:15][O:16][CH3:17])[C:9]=2[CH:10]=1 |f:3.4,5.6,9.10|. Reported procedure: To a solution of 0.50 g of 3-(2-amino-3-methoxypropoxy)-5-chloro-1,2-benzoisoxazole are added 0.41 g of p-toluenesulfonic acid and 0.34 ml of 37% formalin, and 0.26 g of sodium cyanoborohydride is then added at 15°-20° C., after which they are subjected to reaction at the same temperature for one hour. Water and ethyl acetate are added to the reaction mixture, and the pH is adjusted to 10 with a 10% (w/w) aqueous sodium hydroxide solution and the organic layer is separated. The separated organic... Run at time 10 minute. The product is FC1=CC=C(CN2N=C(C3=C(C2=O)C(=C2N3CCN(C2=O)C)O)N(C(C)=O)C)C=C1 (N-[2-(4-Fluorobenzyl)-10-hydroxy-8-methyl-1,9-dioxo-1,2,6,7,8,9-hexahydropyrazino[1′,2′:1,5]pyrrolo[2,3-d]pyridazin-4-yl]-N-methylacetamide). Solvent: CN(C)C=O (DMF). Starting materials: C(C1=CC=CC=C1)OC1=C2N(C=3C(=NN(C(C31)=O)CC3=CC=C(C=C3)F)NC(C)=O)CCN(C2=O)C (N-[10-(benzyloxy)-2-(4-fluorobenzyl)-8-methyl-1,9-dioxo-1,2,6,7,8,9-hexahydropyrazino[1′,2′:1,5]pyrrolo[2,3-d]pyridazin-4-yl]acetamide), C[Si](C)(C)[N-][Si](C)(C)C.[Li+] (lithium bis(trimethylsilyl)amide), IC (iodomethane). Procedure details: To a solution of N-[10-(benzyloxy)-2-(4-fluorobenzyl)-8-methyl-1,9-dioxo-1,2,6,7,8,9-hexahydropyrazino[1′,2′:1,5]pyrrolo[2,3-d]pyridazin-4-yl]acetamide (0.13 g, 0.27 mmol) in anhydrous DMF (5 mL), a solution of lithium bis(trimethylsilyl)amide (0.4 mL, 0.4 mmol; 1 M in THF) was added. The mixture was stirred at room temperature for 10 minutes, treated with iodomethane (25 μL, 0.40 mmol), and stirred at room temperature for 1 hour. The reaction mixture was concentrated under vacuum and the residu... Reaction SMILES: C([O:8][C:9]1[C:17]2[C:16](=[O:18])[N:15]([CH2:19][C:20]3[CH:25]=[CH:24][C:23]([F:26])=[CH:22][CH:21]=3)[N:14]=[C:13]([NH:27][C:28](=[O:30])[CH3:29])[C:12]=2[N:11]2[CH2:31][CH2:32][N:33]([CH3:36])[C:34](=[O:35])[C:10]=12)C1C=CC=CC=1.[CH3:37][Si]([N-][Si](C)(C)C)(C)C.[Li+].IC>CN(C=O)C>[F:26][C:23]1[CH:24]=[CH:25][C:20]([CH2:19][N:15]2[C:16](=[O:18])[C:17]3[C:9]([OH:8])=[C:10]4[C:34](=[O:35])[N:33]([CH3:36])[CH2:32][CH2:31][N:11]4[C:12]=3[C:13]([N:27]([CH3:37])[C:28](=[O:30])[CH3:29])=[N:14]2)=[CH:21][CH:22]=1 |f:1.2|. Reactants: C(C)(=O)OCC1=NN2C(N=C(C=C2Cl)C(=O)OC)=N1 (2-acetoxymethyl7-chloro-5-methoxycarbonyl-s-triazolo[1,5-a]pyrimidine), NC(=S)N (thiourea). The solvent is C(C)O (ethanol). Yields the product C(=O)(O)C1=NC=2N(C(=C1)S)N=C(N2)CO (5-carboxy-2-hydroxymethyl-7-mercapto-s-triazolo[1,5-a]pyrimidine). The yield is 85.3%. RXN SMILES: C([O:4][CH2:5][C:6]1[N:19]=[C:9]2[N:10]=[C:11]([C:15]([O:17]C)=[O:16])[CH:12]=[C:13](Cl)[N:8]2[N:7]=1)(=O)C.NC(N)=[S:22]>C(O)C>[C:15]([C:11]1[CH:12]=[C:13]([SH:22])[N:8]2[N:7]=[C:6]([CH2:5][OH:4])[N:19]=[C:9]2[N:10]=1)([OH:17])=[O:16]. Procedure details: In 200 ml of ethanol was dissolved 12 g of 2-acetoxymethyl7-chloro-5-methoxycarbonyl-s-triazolo[1,5-a]pyrimidine under heating, and 8.36 g of thiourea was added to the solution and the mixture was stirred under reflux for 10 minutes. After cooling by allowed to stand, precipitates were collected by filtration, washed with ethanol and then dissolved in 100 ml of a 10 % KOH, and the solution was stirred at room temperature for one hour. This solution was adjusted to pH 1 with 2N HCl under ice-cool... The reactants are C(=O)(O)C(CC=1C=C2C(=CN(C2=CC1)CCC)CC1=C(C=C(C(=O)OC)C=C1)OC)C (methyl 4-[5-(2-carboxypropyl)-1-propylindol-3-ylmethyl]-3-methoxybenzoate), N1CCCC1 (pyrrolidine). Yields the product COC=1C=C(C(=O)OC)C=CC1CC1=CN(C2=CC=C(C=C12)CC(C(=O)N1CCCC1)C)CCC (methyl 3-methoxy-4-[5-(2-methyl-3-pyrrolidino-3-oxopropyl)-1-propylindol-3-ylmethyl]benzoate). RXN SMILES: [C:1]([CH:4]([CH3:31])[CH2:5][C:6]1[CH:7]=[C:8]2[C:12](=[CH:13][CH:14]=1)[N:11]([CH2:15][CH2:16][CH3:17])[CH:10]=[C:9]2[CH2:18][C:19]1[CH:28]=[CH:27][C:22]([C:23]([O:25][CH3:26])=[O:24])=[CH:21][C:20]=1[O:29][CH3:30])([OH:3])=O.[NH:32]1[CH2:36][CH2:35][CH2:34][CH2:33]1>>[CH3:30][O:29][C:20]1[CH:21]=[C:22]([CH:27]=[CH:28][C:19]=1[CH2:18][C:9]1[C:8]2[C:12](=[CH:13][CH:14]=[C:6]([CH2:5][CH:4]([CH3:31])[C:1]([N:32]3[CH2:36][CH2:35][CH2:34][CH2:33]3)=[O:3])[CH:7]=2)[N:11]([CH2:15][CH2:16][CH3:17])[CH:10]=1)[C:23]([O:25][CH3:26])=[O:24]. Procedure details: Using a similar procedure to that described in Example 49, part g, except starting from methyl 4-[5-(2-carboxypropyl)-1-propylindol-3-ylmethyl]-3-methoxybenzoate, and using pyrrolidine instead of pentylamine, methyl 3-methoxy-4-[5-(2-methyl-3-pyrrolidino-3-oxopropyl)-1-propylindol-3-ylmethyl]benzoate was obtained (60%) as a colorless glass; partial NMR (250 MHz, DMSO-d6): 0.78(t, 3H, CH2CH3), 0.98(d, 3H, CH(CH3)), 1.4-1.8 (complex m, 6H), 2.6(m, 1H), 2.83(m, 4H), 3.3(complex m, 2H), 3.83(s, 3H, ...